Dataset: the Open Reaction Database (ORD), a public repository of structured organic reaction records. Task: describe an organic reaction: reactants, conditions, products, and yield Reactants: C1(=CC=CC=C1)N1C(=C2C(=C1C=O)C(CC2(C)C)(C#N)C)C (2-phenyl-3-formyl-2,4,5,6-tetrahydro-1,4,6,6-tetramethylcyclopenta[c]pyrrole-4-carbonitrile), [Mn](=O)(=O)(=O)[O-].[K+] (potassium permanganate), N1=CC=CC=C1 (pyridine). The solvent is O (water). The product is C1(=CC=CC=C1)N1C(=C2C(=C1C(=O)O)C(CC2(C)C)(C#N)C)C (2-phenyl-3-carboxy-2,4,5,6-tetrahydro-1,4,6,6-tetramethylcyclopenta[c]pyrrole-4-carbonitrile). Reaction SMILES: [C:1]1([N:7]2[C:11]([CH:12]=[O:13])=[C:10]3[C:14]([CH3:21])([C:19]#[N:20])[CH2:15][C:16]([CH3:18])([CH3:17])[C:9]3=[C:8]2[CH3:22])[CH:6]=[CH:5][CH:4]=[CH:3][CH:2]=1.[Mn]([O-])(=O)(=O)=[O:24].[K+].N1C=CC=CC=1>O>[C:1]1([N:7]2[C:11]([C:12]([OH:24])=[O:13])=[C:10]3[C:14]([CH3:21])([C:19]#[N:20])[CH2:15][C:16]([CH3:17])([CH3:18])[C:9]3=[C:8]2[CH3:22])[CH:2]=[CH:3][CH:4]=[CH:5][CH:6]=1 |f:1.2|. Reported procedure: Following a procedure similar to that described in Example 13C, 17.48 g. (0.06 mole) of 2-phenyl-3-formyl-2,4,5,6-tetrahydro-1,4,6,6-tetramethylcyclopenta[c]pyrrole-4-carbonitrile was oxidized with 18.9 g. (0.12 mole) of potassium permanganate in 120 ml. of pyridine and 90 ml. of water to give 4.03 o 2-phenyl-3-carboxy-2,4,5,6-tetrahydro-1,4,6,6-tetramethylcyclopenta[c]pyrrole-4-carbonitrile which was esterified by reaction of 9.83 g. (0.032 mole) of the acid with 1.713 g. (0.035 mole) of a 50% ... Starting materials: CON(C(=O)[C@H]1N(CCC1)C(=O)OC(C)(C)C)C ((S)-t-butyl 2-(methoxy(methyl)carbamoyl)pyrrolidine-1-carboxylate), [NH4+].[Cl-] (NH4Cl), [Li]CCCC (n-BuLi), C(C)(C)(C)[Si](OCC#C)(C1=CC=CC=C1)C1=CC=CC=C1 (t-butyldiphenyl(prop-2-yn-1-yloxy)silane). Solvent: C1CCOC1 (THF), C1CCOC1 (THF). Run at time 50 minute. The product is [Si](C1=CC=CC=C1)(C1=CC=CC=C1)(C(C)(C)C)OCC#CC(=O)[C@H]1N(CCC1)C(=O)OC(C)(C)C ((S)-t-Butyl 2-(4-((tert-butyldiphenylsilyl)oxy)but-2-ynoyl)pyrrolidine-1-carboxylate). Yield: 56.2%. Reaction SMILES: [Li]CCCC.[C:6]([Si:10]([C:21]1[CH:26]=[CH:25][CH:24]=[CH:23][CH:22]=1)([C:15]1[CH:20]=[CH:19][CH:18]=[CH:17][CH:16]=1)[O:11][CH2:12][C:13]#[CH:14])([CH3:9])([CH3:8])[CH3:7].CON(C)[C:30]([C@@H:32]1[CH2:36][CH2:35][CH2:34][N:33]1[C:37]([O:39][C:40]([CH3:43])([CH3:42])[CH3:41])=[O:38])=[O:31].[NH4+].[Cl-]>C1COCC1>[Si:10]([O:11][CH2:12][C:13]#[C:14][C:30]([C@@H:32]1[CH2:36][CH2:35][CH2:34][N:33]1[C:37]([O:39][C:40]([CH3:43])([CH3:42])[CH3:41])=[O:38])=[O:31])([C:6]([CH3:9])([CH3:7])[CH3:8])([C:15]1[CH:20]=[CH:19][CH:18]=[CH:17][CH:16]=1)[C:21]1[CH:22]=[CH:23][CH:24]=[CH:25][CH:26]=1 |f:3.4|. Reported procedure: In an argon atmosphere, n-BuLi (10.3 mL, 2.64 N hexane solution) was added dropwise to a solution of t-butyldiphenyl(prop-2-yn-1-yloxy)silane (8.576 g) in THF (200 mL) at −78° C. over 10 minutes, and after stirring at room temperature for 50 minutes, the reaction mixture was added dropwise to a solution of (S)-t-butyl 2-(methoxy(methyl)carbamoyl)pyrrolidine-1-carboxylate (5.01 g) in THF (200 mL) through a cannula and temperature was raised to room temperature over an hour. The reaction mixture w... The reactants are C=CCn1c(N2CCN(C(=O)OC(C)(C)C)CC2)nc2c1c(=O)n(C)c(=O)n2C, ClCCl, O=C(O)C(F)(F)F. Yields the product C=CCn1c(N2CCNCC2)nc2c1c(=O)n(C)c(=O)n2C. RXN SMILES: [C:1]([O:2][C:3](=[O:4])[N:8]1[CH2:9][CH2:10][N:11]([c:14]2[n:15][c:16]3[n:17]([CH3:29])[c:18](=[O:28])[n:19]([CH3:27])[c:20](=[O:26])[c:21]3[n:22]2[CH2:23][CH:24]=[CH2:25])[CH2:12][CH2:13]1)([CH3:5])([CH3:6])[CH3:7].[Cl:37][CH2:38][Cl:39].[OH:30][C:31]([C:32]([F:33])([F:34])[F:35])=[O:36]>>[NH:8]1[CH2:9][CH2:10][N:11]([c:14]2[n:15][c:16]3[n:17]([CH3:29])[c:18](=[O:28])[n:19]([CH3:27])[c:20](=[O:26])[c:21]3[n:22]2[CH2:23][CH:24]=[CH2:25])[CH2:12][CH2:13]1. The reactants are COC(=O)C(C1CCCC(=O)C1)S(=O)(=O)c1ccccc1, CI, [H-], [Na+], CN(C)C=O, O. Yields the product COC(=O)C(C)(C1CCCC(=O)C1)S(=O)(=O)c1ccccc1. RXN SMILES: [CH3:1][O:2][C:3]([CH:4]([CH:5]1[CH2:6][C:7](=[O:11])[CH2:8][CH2:9][CH2:10]1)[S:12](=[O:13])(=[O:14])[c:15]1[cH:16][cH:17][cH:18][cH:19][cH:20]1)=[O:21].[CH3:24][I:25].[H-:23].[Na+:22].[O:27]=[CH:28][N:29]([CH3:30])[CH3:31].[OH2:26]>>[CH3:1][O:2][C:3]([C:4]([CH:5]1[CH2:6][C:7](=[O:11])[CH2:8][CH2:9][CH2:10]1)([S:12](=[O:13])(=[O:14])[c:15]1[cH:16][cH:17][cH:18][cH:19][cH:20]1)[CH3:24])=[O:21]. The reactants are [H-].[Al+3].[Li+].[H-].[H-].[H-] (lithium aluminum hydride), C(CCCC)C(C(=O)OCC)C(=O)OCC (diethyl pentylmalonate), Cl (hydrochloric acid). Solvent: O1CCCC1 (tetrahydrofuran), O1CCCC1 (THF), O (water), O1CCCC1 (THF). The product is C(CCCC)C(CO)CO (2-pentylpropane-1,3-diol). Isolated yield 67.9%. As a reaction SMILES: [H-].[Al+3].[Li+].[H-].[H-].[H-].[CH2:7]([CH:12]([C:18](OCC)=[O:19])[C:13](OCC)=[O:14])[CH2:8][CH2:9][CH2:10][CH3:11].Cl>O1CCCC1.O>[CH2:7]([CH:12]([CH2:18][OH:19])[CH2:13][OH:14])[CH2:8][CH2:9][CH2:10][CH3:11] |f:0.1.2.3.4.5|. Procedure: 35 g (0.92 mol) of lithium aluminum hydride was dispersed in 420 cm2 of anhydrous tetrahydrofuran (THF) and 193 g (0.84 mol) of diethyl pentylmalonate was added drop-wise to the dispersion while stirring at a speed to gently reflux the THF. The solution was refluxed and stirred for 3 hours. The product of the reaction was cooled with water and THF containing 10% water was added until the mixture ceased to foam. 500 cm2 of concentrated hydrochloric acid was added. The oily layer was separated and... The reactants are BrC1=C(C(=CC(=C1)Cl)F)Cl (1-Bromo-2,5-dichloro-3-fluorobenzene), C[O-].[Na+] (sodium methoxide). The solvent is CO (methanol). The product is BrC1=C(C(=CC(=C1)Cl)OC)Cl (1-Bromo-2,5-dichloro-3-methoxybenzene). Isolated yield 97.7%. RXN SMILES: [Br:1][C:2]1[CH:7]=[C:6]([Cl:8])[CH:5]=[C:4](F)[C:3]=1[Cl:10].[CH3:11][O-:12].[Na+]>CO>[Br:1][C:2]1[CH:7]=[C:6]([Cl:8])[CH:5]=[C:4]([O:12][CH3:11])[C:3]=1[Cl:10] |f:1.2|. Procedure details: 1-Bromo-2,5-dichloro-3-fluorobenzene (40 g, 160 mmol) and sodium methoxide (44.3 g, 820 mmol) were stirred in methanol (500 ml) at reflux for 16 hours. The reaction was cooled to ambient temperature then quenched with water (500 ml). The mixture was extracted with diethyl ether (3×300 ml), dried over Na2SO4 and evaporated to afford the title compound as a white solid (40 g). Reactants: [Br-], CC(C)(C)OC(=O)c1cnc(C=NS(=O)C(C)(C)C)s1, C[Mg+], ClCCl. The product is CC(NS(=O)C(C)(C)C)c1ncc(C(=O)OC(C)(C)C)s1. As a reaction SMILES: [Br-:21].[C:1]([CH3:2])([CH3:3])([CH3:4])[S:5](=[O:6])[N:7]=[CH:8][c:9]1[s:10][c:11]([C:14](=[O:15])[O:16][C:17]([CH3:18])([CH3:19])[CH3:20])[cH:12][n:13]1.[CH3:22][Mg+:23].[Cl:24][CH2:25][Cl:26]>>[C:1]([CH3:2])([CH3:3])([CH3:4])[S:5](=[O:6])[NH:7][CH:8]([c:9]1[s:10][c:11]([C:14](=[O:15])[O:16][C:17]([CH3:18])([CH3:19])[CH3:20])[cH:12][n:13]1)[CH3:22]. Reactants: C(C)OC(C[C@H](NC(=O)NCCCC1=NC=2NCCCC2C=C1)C1=CC(=CC=C1)F)=O (3(S)-(3-Fluorophenyl)-3-{3-[3-(5,6,7,8-tetrahydro-[1,8]naphthyridin-2-yl)-propyl]-ureido}-propionic acid ethyl ester), [OH-].[Na+] (NaOH). Solvent: CCO (EtOH). Reaction conditions: time 2 hour. The product is FC=1C=C(C=CC1)[C@H](CC(=O)O)NC(=O)NCCCC1=NC=2NCCCC2C=C1 (3(S)-(3-Fluorophenyl)-3-{[3-(5,6,7,8-tetrahydro-[1,8]naphthyridin-2-yl)-propyl]-ureido}-propionic acid). As a reaction SMILES: C([O:3][C:4](=[O:31])[CH2:5][C@@H:6]([C:24]1[CH:29]=[CH:28][CH:27]=[C:26]([F:30])[CH:25]=1)[NH:7][C:8]([NH:10][CH2:11][CH2:12][CH2:13][C:14]1[CH:23]=[CH:22][C:21]2[CH2:20][CH2:19][CH2:18][NH:17][C:16]=2[N:15]=1)=[O:9])C.[OH-].[Na+]>CCO>[F:30][C:26]1[CH:25]=[C:24]([C@@H:6]([NH:7][C:8]([NH:10][CH2:11][CH2:12][CH2:13][C:14]2[CH:23]=[CH:22][C:21]3[CH2:20][CH2:19][CH2:18][NH:17][C:16]=3[N:15]=2)=[O:9])[CH2:5][C:4]([OH:31])=[O:3])[CH:29]=[CH:28][CH:27]=1 |f:1.2|. Procedure details: To a solution of 11-9 (0.4037 mmol) in EtOH (3 mL) was added 1N NaOH (0.600 ml, 0.600 mmol). After stirring for 2 h, the solvents were evaporated and the residue was chromatographed (silica gel, 20:10:1:1 to 10:10:1:1 ethyl acetate/EtOH/water/NH4OH) to give 11-10 as a white solid. The reactants are CCO, COC(=O)C(=O)Nc1ccc(C2CCCCC2)cc1, NN, O. The product is NNC(=O)C(=O)Nc1ccc(C2CCCCC2)cc1. As a reaction SMILES: [CH3:23][CH2:24][OH:25].[CH:4]1([c:10]2[cH:11][cH:12][c:13]([NH:16][C:17]([C:18](=[O:19])[O:20][CH3:21])=[O:22])[cH:14][cH:15]2)[CH2:5][CH2:6][CH2:7][CH2:8][CH2:9]1.[NH2:2][NH2:3].[OH2:1]>>[NH:2]([NH2:3])[C:18]([C:17]([NH:16][c:13]1[cH:12][cH:11][c:10]([CH:4]2[CH2:5][CH2:6][CH2:7][CH2:8][CH2:9]2)[cH:15][cH:14]1)=[O:22])=[O:19].